Dataset: the Open Reaction Database (ORD), a public repository of structured organic reaction records. Task: describe an organic reaction: reactants, conditions, products, and yield Solvent: xylenes. As a reaction SMILES: [S:1]1[CH:5]=[CH:4][N:3]=[N:2]1.ClC1C=CC([CH2:11][NH:12][C:13](C(C(OCC)=O)C(OCC)=O)=O)=CC=1.ClC1C=CC(C[NH2:34])=CC=1.C(C(OCC)=O)(C(OCC)=O)C(OCC)=O>>[N:3]1[C:4]2[CH:13]=[N:12][CH:11]=[N:34][C:5]=2[S:1][N:2]=1. The product is N1=NSC2=C1C=NC=N2 (thiadiazolopyrimidine). The reactants are S1N=NC=C1 (Thiadiazole), ClC1=CC=C(CNC(=O)C(C(=O)OCC)C(=O)OCC)C=C1 (diethyl 2-(((4-chlorobenzyl)amino) carbonyl)malonate), heterocycle, ClC1=CC=C(CN)C=C1 (4-chlorobenzyl-amine), C(C(=O)OCC)(C(=O)OCC)C(=O)OCC (triethyl methanetricarboxylate). Procedure details: 5-Hydroxy-5H-[1,3,4]thiadiazolo[3,2-a]pyrimidine-6-carboxamides. As described in Chart BL, (4-morpholinyl)acetic acid trifluoroacetic acid salt BL.1 (J. Med. Chem. 1994, 37, 4538-4554) is cyclized to the thiadiazole BL.2 with aminoguanidine in polyphosphoric acid. Condensation of BL.2 with diethyl ethoxymethylenemalonate followed by thermal cyclization affords thiadiazolopyrimidine BL.3. The resulting ester BL.3 is then saponified to afford the corresponding acid BL.4 which is then coupled with ... The reactants are BrB(Br)Br, COCCCNc1nonc1-c1noc(=O)n1-c1ccc(F)c(Br)c1, ClCCl. Product: O=c1onc(-c2nonc2NCCCO)n1-c1ccc(F)c(Br)c1. RXN SMILES: [B:26]([Br:27])([Br:28])[Br:29].[Br:1][c:2]1[cH:3][c:4](-[n:9]2[c:10](-[c:15]3[n:16][o:17][n:18][c:19]3[NH:20][CH2:21][CH2:22][CH2:23][O:24][CH3:25])[n:11][o:12][c:13]2=[O:14])[cH:5][cH:6][c:7]1[F:8].[Cl:30][CH2:31][Cl:32]>>[Br:1][c:2]1[cH:3][c:4](-[n:9]2[c:10](-[c:15]3[n:16][o:17][n:18][c:19]3[NH:20][CH2:21][CH2:22][CH2:23][OH:24])[n:11][o:12][c:13]2=[O:14])[cH:5][cH:6][c:7]1[F:8]. Starting materials: C1(=CC=CC=C1)N=C=O (phenyl isocyanate), NC=1C=CC(=C(C1)C(=O)C1=C(C=C(C=C1)NC1=C(C=C(C=C1)F)F)Cl)C ((5-Amino-2-methyl-phenyl)-[2-chloro-4-(2,4-difluoro-phenylamino)-phenyl]-methanone), compound 259. Solvent: O1CCOCC1 (1,4-dioxan). Run at temperature 50 celsius, time 18 hour. Yields the product ClC1=C(C(=O)C=2C=C(C=CC2C)NC(=O)NC2=CC=CC=C2)C=CC(=C1)NC1=C(C=C(C=C1)F)F (1-{3-[2-Chloro-4-(2,4-difluoro-phenylamino)-benzoyl]-4-methyl-phenyl}-3-phenyl-urea). Reaction SMILES: [NH2:1][C:2]1[CH:3]=[CH:4][C:5]([CH3:26])=[C:6]([C:8]([C:10]2[CH:15]=[CH:14][C:13]([NH:16][C:17]3[CH:22]=[CH:21][C:20]([F:23])=[CH:19][C:18]=3[F:24])=[CH:12][C:11]=2[Cl:25])=[O:9])[CH:7]=1.[C:27]1([N:33]=[C:34]=[O:35])[CH:32]=[CH:31][CH:30]=[CH:29][CH:28]=1>O1CCOCC1>[Cl:25][C:11]1[CH:12]=[C:13]([NH:16][C:17]2[CH:22]=[CH:21][C:20]([F:23])=[CH:19][C:18]=2[F:24])[CH:14]=[CH:15][C:10]=1[C:8]([C:6]1[CH:7]=[C:2]([NH:1][C:34]([NH:33][C:27]2[CH:32]=[CH:31][CH:30]=[CH:29][CH:28]=2)=[O:35])[CH:3]=[CH:4][C:5]=1[CH3:26])=[O:9]. Reported procedure: Compound 494 (0.03 g, 0.08 mmol) was dissolved in 1,4-dioxan (0.5 mL) and phenyl isocyanate (0.013 mL, 0.12 mmol) was added. The solution was stirred at 50° C. for 18 h. Work up as described in the preparation of compound 259. The crude product was purified by flash chromatography using a gradient of EtOAc/petroleum ether (40-60) 15:85→60:40 as the eluent. This afforded the title compound as an amorphous compound. 13C NMR (DMSO-d6) δ 195.1, 158.7 (dd), 155.7 (dd), 152.3, 148.9, 139.3, 139.1, 137... Starting materials: C(C)(C)(C)OC(=O)C1=C(C=CC=C1)C1=CC=C(C=C1)CN1C(=NC(=C1C(=O)ON1C(CCC1=O)=O)CO)CCCC (succinimido 1-[(2'-t-butoxycarbonylbiphenyl-4-yl)methyl]-2-butyl-4-hydroxymethylimidazole-5-carboxylate), Cl.N1[C@H](C(=O)OC)CCC1 (methyl (S)-prolinate hydrochloride), Cl (hydrochloride). The solvent is C(C)N(CC)CC (triethylamine). The product is C(CCC)C=1N(C(=C(N1)CO)C(=O)N1[C@H](C(=O)OC)CCC1)CC1=CC=C(C=C1)C1=C(C=CC=C1)C(=O)O (Methyl (S)-N-{2-butyl-1-[(2'-carboxybiphenyl-4-yl)methyl]-4-hydroxymethylimidazole-5-carbonyl}prolinate). Reaction SMILES: C([O:5][C:6]([C:8]1[CH:13]=[CH:12][CH:11]=[CH:10][C:9]=1[C:14]1[CH:19]=[CH:18][C:17]([CH2:20][N:21]2[C:25]([C:26](ON3C(=O)CCC3=O)=[O:27])=[C:24]([CH2:36][OH:37])[N:23]=[C:22]2[CH2:38][CH2:39][CH2:40][CH3:41])=[CH:16][CH:15]=1)=[O:7])(C)(C)C.Cl.[NH:43]1[CH2:51][CH2:50][CH2:49][C@H:44]1[C:45]([O:47][CH3:48])=[O:46].Cl>C(N(CC)CC)C>[CH2:38]([C:22]1[N:21]([CH2:20][C:17]2[CH:16]=[CH:15][C:14]([C:9]3[CH:10]=[CH:11][CH:12]=[CH:13][C:8]=3[C:6]([OH:7])=[O:5])=[CH:19][CH:18]=2)[C:25]([C:26]([N:43]2[CH2:51][CH2:50][CH2:49][C@H:44]2[C:45]([O:47][CH3:48])=[O:46])=[O:27])=[C:24]([CH2:36][OH:37])[N:23]=1)[CH2:39][CH2:40][CH3:41] |f:1.2|. Reported procedure: Following a procedure similar to that described in Example 53, but using 529 mg of succinimido 1-[(2'-t-butoxycarbonylbiphenyl-4-yl)methyl]-2-butyl-4-hydroxymethylimidazole-5-carboxylate [prepared as described in Example 52(a)], 180 mg of methyl (S)-prolinate hydrochloride and 0.2 ml of triethylamine, 0.39 g of the hydrochloride of the title compound was obtained as an amorphous powder, melting at above 120° C. (with softening). Starting materials: CC(C)(C)OC(=O)N1CCOC(c2nc(-c3ccc(F)cc3)no2)C1, ClCCl, Cl. Yields the product Cl, Fc1ccc(-c2noc(C3CNCCO3)n2)cc1. RXN SMILES: [C:1]([O:2][C:3](=[O:4])[N:8]1[CH2:9][CH:10]([c:14]2[n:15][c:16](-[c:19]3[cH:20][cH:21][c:22]([F:25])[cH:23][cH:24]3)[n:17][o:18]2)[O:11][CH2:12][CH2:13]1)([CH3:5])([CH3:6])[CH3:7].[Cl:27][CH2:28][Cl:29].[ClH:26]>>[ClH:26].[NH:8]1[CH2:9][CH:10]([c:14]2[n:15][c:16](-[c:19]3[cH:20][cH:21][c:22]([F:25])[cH:23][cH:24]3)[n:17][o:18]2)[O:11][CH2:12][CH2:13]1. Yields the product COc1cc2c(cc1C(=O)O)OCO2. The reactants are CCO, COC(=O)c1cc2c(cc1OC)OCO2, [Na+], [OH-], O. Reaction SMILES: [CH3:18][CH2:19][OH:20].[CH3:1][O:2][c:3]1[c:4]([C:12](=[O:13])[O:14][CH3:15])[cH:5][c:6]2[c:7]([cH:11]1)[O:8][CH2:9][O:10]2.[Na+:17].[OH-:16].[OH2:21]>>[CH3:1][O:2][c:3]1[c:4]([C:12](=[O:13])[OH:14])[cH:5][c:6]2[c:7]([cH:11]1)[O:8][CH2:9][O:10]2.